This data is from the Open Reaction Database (ORD), a public repository of structured organic reaction records. The task is: describe an organic reaction: reactants, conditions, products, and yield Conditions: time 8 hour. The solvent is C(C)(=O)OCC (ethyl acetate), C(C)O (ethanol). As a reaction SMILES: [O:1]=[C:2]1[CH2:7][S:6][C:5]2[S:8][C:9]([S:11](=[O:14])(=[O:13])[NH2:12])=[CH:10][C:4]=2[NH:3]1.ClC1C=C(C=CC=1)C(OO)=[O:20]>C(OCC)(=O)C.C(O)C>[O:1]=[C:2]1[CH2:7][S:6](=[O:20])[C:5]2[S:8][C:9]([S:11](=[O:13])(=[O:14])[NH2:12])=[CH:10][C:4]=2[NH:3]1. Reactants: O=C1NC2=C(SC1)SC(=C2)S(N)(=O)=O (2,3-dihydro-2-oxo-6-sulfamoyl-1H-thieno[2,3-b][1,4]thiazine), ClC=1C=C(C(=O)OO)C=CC1 (3-chloroperoxybenzoic acid). Reported procedure: To a mixture of 2,3-dihydro-2-oxo-6-sulfamoyl-1H-thieno[2,3-b][1,4]thiazine (0.25 g, 1 mmol) in ethyl acetate (8 ml) and ethanol (8 ml) was added 3-chloroperoxybenzoic acid (0.43 g, 80-85% pure, 2 mmol). The reaction mixture was stirred overnight and the resulting solid collected, triturated with hot ethyl acetate and dried to give 0.25 g, 2,3-dihydro-2,4-dioxo-6-sulfamoyl-1H-thieno[2,3-b][1,4]thiazine, mp 222°-223° C. Yields the product O=C1NC2=C(S(C1)=O)SC(=C2)S(N)(=O)=O (2,3-dihydro-2,4-dioxo-6-sulfamoyl-1H-thieno[2,3-b][1,4]thiazine). Reactants: S(=O)(Cl)Cl.CC(CCCCCC)OC(=O)C1=CC=C(C=C1)O (4-(1-methylheptyloxycarbonyl)phenol Thionyl chloride), C(C1=CC=CC=C1)OC1=CC=C(C(=O)O)C=C1 (4-benzyloxybenzoic acid). Product: S(=O)(Cl)Cl (thionyl chloride), C(C1=CC=CC=C1)OC1=CC=C(C(=O)Cl)C=C1 (4-benzyloxybenzoic chloride). Isolated yield 144.3%. Reaction SMILES: [S:1]([Cl:4])([Cl:3])=[O:2].CC(OC(C1C=CC(O)=CC=1)=O)CCCCCC.[CH2:23]([O:30][C:31]1[CH:39]=[CH:38][C:34]([C:35](O)=[O:36])=[CH:33][CH:32]=1)[C:24]1[CH:29]=[CH:28][CH:27]=[CH:26][CH:25]=1>>[S:1]([Cl:4])([Cl:3])=[O:2].[CH2:23]([O:30][C:31]1[CH:39]=[CH:38][C:34]([C:35]([Cl:3])=[O:36])=[CH:33][CH:32]=1)[C:24]1[CH:29]=[CH:28][CH:27]=[CH:26][CH:25]=1 |f:0.1|. Procedure: Preparation of optically active 4-(1-methylheptyloxycarbonyl)phenol Thionyl chloride (140 g, 1.18 mol) was added to 4-benzyloxybenzoic acid (220 g, 0.98 mol), followed by refluxing the mixture for about 2 hours, thereafter removing excess thionyl chloride under reduced pressure to obtain 4-benzyloxybenzoic chloride (210 g). Starting materials: C(=O)([O-])[O-].[K+].[K+] (K2CO3), COC1=CC(=C(C(=C1)C)S(=O)(=O)Cl)C (4-methoxy-2,6-dimethylbenzene-1-sulfonyl chloride), N1C(CCCC1)CO (piperidin-2-ylmethanol). Solvent: CC(=O)C (acetone). Run at temperature 50 celsius, time 8 hour. Product: COC1=CC(=C(C(=C1)C)S(=O)(=O)N1C(CCCC1)CO)C ((1-(4-Methoxy-2,6-dimethylphenylsulfonyl)piperidin-2-yl)methanol). RXN SMILES: C([O-])([O-])=O.[K+].[K+].[CH3:7][O:8][C:9]1[CH:14]=[C:13]([CH3:15])[C:12]([S:16](Cl)(=[O:18])=[O:17])=[C:11]([CH3:20])[CH:10]=1.[NH:21]1[CH2:26][CH2:25][CH2:24][CH2:23][CH:22]1[CH2:27][OH:28]>CC(C)=O>[CH3:7][O:8][C:9]1[CH:14]=[C:13]([CH3:15])[C:12]([S:16]([N:21]2[CH2:26][CH2:25][CH2:24][CH2:23][CH:22]2[CH2:27][OH:28])(=[O:18])=[O:17])=[C:11]([CH3:20])[CH:10]=1 |f:0.1.2|. Procedure: K2CO3 (20.40 g, 147.6 mmol) and 4-methoxy-2,6-dimethylbenzene-1-sulfonyl chloride (19.05 g, 81.2 mmol) were added in succession to a suspension of piperidin-2-ylmethanol (8.50 g, 73.8 mmol) in acetone (350 ml). The reaction mixture was then stirred at 50° C. overnight. After cooling to room temperature, the mixture was filtered and the filtrate was concentrated in vacuo. The crude product was employed in the next stage without further purification. The yield was 27.25 g (quantitative).